Dataset: the Open Reaction Database (ORD), a public repository of structured organic reaction records. Task: describe an organic reaction: reactants, conditions, products, and yield The reactants are Cn1c(=O)c(-c2ccc(Cl)cc2Cl)cc2c3cc(-c4csc(CNC(=O)OCc5ccccc5)n4)ccc3n(C)c21, [K+], [K+], O=C([O-])[O-], O=C(O)C(F)(F)F, CSc1ccccc1. Product: Cn1c(=O)c(-c2ccc(Cl)cc2Cl)cc2c3cc(-c4csc(CN)n4)ccc3n(C)c21. RXN SMILES: [CH2:1]([O:2][C:3](=[O:4])[NH:10][CH2:11][c:12]1[s:13][cH:14][c:15](-[c:17]2[cH:18][c:19]3[c:20]4[c:21]([n:22]([CH3:26])[c:23]3[cH:24][cH:25]2)[n:27]([CH3:40])[c:28](=[O:39])[c:29](-[c:31]2[c:32]([Cl:38])[cH:33][c:34]([Cl:37])[cH:35][cH:36]2)[cH:30]4)[n:16]1)[c:5]1[cH:6][cH:7][cH:8][cH:9][cH:41]1.[K+:50].[K+:51].[O-:52][C:53]([O-:54])=[O:55].[OH:56][C:57]([C:58]([F:59])([F:60])[F:61])=[O:62].[c:42]1([S:43][CH3:44])[cH:45][cH:46][cH:47][cH:48][cH:49]1>>[NH2:10][CH2:11][c:12]1[s:13][cH:14][c:15](-[c:17]2[cH:18][c:19]3[c:20]4[c:21]([n:22]([CH3:26])[c:23]3[cH:24][cH:25]2)[n:27]([CH3:40])[c:28](=[O:39])[c:29](-[c:31]2[c:32]([Cl:38])[cH:33][c:34]([Cl:37])[cH:35][cH:36]2)[cH:30]4)[n:16]1. Reactants: B, C=CCN(C(=O)OC(C)(C)C)C(Cc1ccccc1)C(=O)N(C)Cc1ccccc1, C1=CCCCC1, C1CCOC1, CCO, CCOC(C)=O, B(C1CCCCC1)C1CCCCC1, O=P([O-])([O-])[O-], OO. The product is CN(Cc1ccccc1)C(=O)C(Cc1ccccc1)N(CCCO)C(=O)OC(C)(C)C. RXN SMILES: [BH3:1].[CH2:21]([c:22]1[cH:23][cH:24][cH:25][cH:26][cH:27]1)[N:28]([C:29]([CH:30]([CH2:31][c:32]1[cH:33][cH:34][cH:35][cH:36][cH:37]1)[N:38]([C:39](=[O:40])[O:41][C:42]([CH3:43])([CH3:44])[CH3:45])[CH2:46][CH:47]=[CH2:48])=[O:49])[CH3:50].[CH2:2]1[CH2:3][CH:4]=[CH:5][CH2:6][CH2:7]1.[CH2:53]1[O:54][CH2:55][CH2:56][CH2:57]1.[CH3:63][CH2:64][OH:65].[CH3:66][CH2:67][O:68][C:69](=[O:70])[CH3:71].[CH:8]1([BH:9][CH:10]2[CH2:11][CH2:12][CH2:13][CH2:14][CH2:15]2)[CH2:16][CH2:17][CH2:18][CH2:19][CH2:20]1.[O-:58][P:59](=[O:60])([O-:61])[O-:62].[OH:51][OH:52]>>[CH2:21]([c:22]1[cH:23][cH:24][cH:25][cH:26][cH:27]1)[N:28]([C:29]([CH:30]([CH2:31][c:32]1[cH:33][cH:34][cH:35][cH:36][cH:37]1)[N:38]([C:39](=[O:40])[O:41][C:42]([CH3:43])([CH3:44])[CH3:45])[CH2:46][CH2:47][CH2:48][OH:51])=[O:49])[CH3:50].